Task: describe an organic reaction: reactants, conditions, products, and yield. Dataset: the Open Reaction Database (ORD), a public repository of structured organic reaction records Reactants: C1(O)=CC=C(O)C=C1 (hydroquinone), ice, O=C(COC1=CC2=C(C=CC(O2)=O)C=C1)C (7-(2-oxopropoxy)-2H-1-benzopyran-2-one), BrCC(C(=O)OCC)=C (ethyl 2-(bromomethyl)acrylate). The reagents and catalysts are [Zn] (zinc). Run in O1CCCC1 (tetrahydrofuran). Run at time 36 hour. Product: CC1(OC(C(C1)=C)=O)COC1=CC2=C(C=CC(O2)=O)C=C1 (7-[(2,3,4,5-Tetrahydro-2-methyl-4-methylene-5-oxo-2-furanyl)methoxy]-2H-1-benzopyran-2-one). Yield: 79.7%. As a reaction SMILES: [O:1]=[C:2]([CH3:16])[CH2:3][O:4][C:5]1[CH:15]=[CH:14][C:8]2[CH:9]=[CH:10][C:11](=[O:13])[O:12][C:7]=2[CH:6]=1.C1(C=CC(O)=CC=1)O.Br[CH2:26][C:27](=[CH2:33])[C:28](OCC)=[O:29]>O1CCCC1.[Zn]>[CH3:16][C:2]1([CH2:3][O:4][C:5]2[CH:15]=[CH:14][C:8]3[CH:9]=[CH:10][C:11](=[O:13])[O:12][C:7]=3[CH:6]=2)[CH2:33][C:27](=[CH2:26])[C:28](=[O:29])[O:1]1. Reported procedure: To a solution of 3a (0.655 g, 3 mmol) in dry tetrahydrofuran (60 ml) were added activated zinc powder (0.255 g, 3.9 mmol), hydroquinone (6 mg), and ethyl 2-(bromomethyl)acrylate (0.78 g, 4 mmol). The mixture was reflued under nitrogen atmosphere for 36 h. (monitored by TLC). After cooling it was poured into an ice-cold 5% HCl solution (300 ml) and extracted with CH2Cl2 (75 ml×3). The dichloromethane extracts were combined and washed with saline, dried over Na2SO4, and then evaporated to give a r... Starting materials: C1(=CC=CC=C1)[C@@H](C(=O)OC(C)(C)C)NC(=O)NC1=CC=C(C=C1)C1=CC=NC=C1 (tert-butyl (2S)-phenyl[({[4-(4-pyridinyl)phenyl]amino}carbonyl)amino]acetate), FC(C(=O)O)(F)F (trifluoroacetic acid). The solvent is ClCCl (dichloromethane). The product is FC(C(=O)O)(F)F.C1(=CC=CC=C1)[C@@H](C(=O)O)NC(=O)NC1=CC=C(C=C1)C1=CC=NC=C1 ((2S)-phenyl[({[4-(4-pyridinyl)phenyl]amino}carbonyl)amino]acetic acid trifluoroacetate). As a reaction SMILES: [C:1]1([C@H:7]([NH:15][C:16]([NH:18][C:19]2[CH:24]=[CH:23][C:22]([C:25]3[CH:30]=[CH:29][N:28]=[CH:27][CH:26]=3)=[CH:21][CH:20]=2)=[O:17])[C:8]([O:10]C(C)(C)C)=[O:9])[CH:6]=[CH:5][CH:4]=[CH:3][CH:2]=1.[F:31][C:32]([F:37])([F:36])[C:33]([OH:35])=[O:34]>ClCCl>[F:31][C:32]([F:37])([F:36])[C:33]([OH:35])=[O:34].[C:1]1([C@H:7]([NH:15][C:16]([NH:18][C:19]2[CH:24]=[CH:23][C:22]([C:25]3[CH:26]=[CH:27][N:28]=[CH:29][CH:30]=3)=[CH:21][CH:20]=2)=[O:17])[C:8]([OH:10])=[O:9])[CH:6]=[CH:5][CH:4]=[CH:3][CH:2]=1 |f:3.4|. Procedure: The solution of tert-butyl (2S)-phenyl[({[4-(4-pyridinyl)phenyl]amino}carbonyl)amino]acetate (50.0 mg) in dichloromethane (1.0 mL) and trifluoroacetic acid (954 μL) was stand at ambient temperature for 2 hours. The resulting mixture was concentrated in vacuo and the residue was diluted with chloroform (2 mL), then concentrated. To the residue was added ethyl acetate (2.0 mL) and the precipitated solid was collected by filtration, then washed with ethyl acetate (2.0 mL) to give (2S)-phenyl[({[4-(... The reactants are CN(CCOCC(=O)N[C@@H]1CN(CC1)C(=O)OC(C)(C)C)C ((S)-3-[2-[2-(Dimethylamino)ethoxy]acetyl]amino-1-(tert-butoxycarbonyl)pyrrolidine), solution, FC(C(=O)O)(F)F (trifluoroacetic acid). The solvent is ClCCl (dichloromethane). Product: CN(CCOCC(=O)N[C@@H]1CNCC1)C ((S)-3-[2-[2-(dimethylamino)ethoxy]acetyl]aminopyrrolidine), FC(C(=O)[O-])(F)F (trifluoroacetate). Reaction SMILES: [CH3:1][N:2]([CH3:22])[CH2:3][CH2:4][O:5][CH2:6][C:7]([NH:9][C@H:10]1[CH2:14][CH2:13][N:12](C(OC(C)(C)C)=O)[CH2:11]1)=[O:8].[F:23][C:24]([F:29])([F:28])[C:25]([OH:27])=[O:26]>ClCCl>[CH3:1][N:2]([CH3:22])[CH2:3][CH2:4][O:5][CH2:6][C:7]([NH:9][C@H:10]1[CH2:14][CH2:13][NH:12][CH2:11]1)=[O:8].[F:23][C:24]([F:29])([F:28])[C:25]([O-:27])=[O:26]. Procedure details: (S)-3-[2-[2-(Dimethylamino)ethoxy]acetyl]amino-1-(tert-butoxycarbonyl)pyrrolidine (175 mg) prepared in Step D was added with a 30% solution of trifluoroacetic acid in dichloromethane (5 ml), and the mixture was stirred at room temperature. The volatile components were removed to obtain the title compound as trifluoroacetate (246 mg). Yield: 7.7%. Reported procedure: 3-(3-Benzyloxypropyl)pyridine N-oxide (4.546 g) was dissolved in methylene chloride, phosphorus oxybromide (11.47 g) was added thereto under ice-cooling, and the mixture was stirred for 2 hr. Then, it was further stirred at room temperature for 2 hr. The reaction mixture was poured into warm water, and then it was neutralized by adding sodium bicarbonate thereto. The mixture was extracted with ethyl acetate. The resulting organic layer was washed with water, dried (over MgSO4) and evaporated. Th... Run in O (water), C(Cl)Cl (methylene chloride). Conditions: time 2 hour. Reaction SMILES: [CH2:1]([O:8][CH2:9][CH2:10][CH2:11][C:12]1[CH:13]=[N+:14]([O-])[CH:15]=[CH:16][CH:17]=1)[C:2]1[CH:7]=[CH:6][CH:5]=[CH:4][CH:3]=1.P(Br)(Br)(Br)=O.C(=O)(O)[O-].[Na+].BrC1C=CC(CCCOCC2C=CC=CC=2)=CN=1.BrC1C(CCCOCC2C=CC=CC=2)=CC=CN=1.C(N1CCN(C2C3C(=CC=CC=3)C=C(Br)N=2)CC1)C>C(Cl)Cl.O>[CH2:1]([O:8][CH2:9][CH2:10][CH2:11][C:12]1[CH:13]=[N:14][CH:15]=[CH:16][CH:17]=1)[C:2]1[CH:3]=[CH:4][CH:5]=[CH:6][CH:7]=1 |f:2.3|. Reactants: BrC1=NC=C(C=C1)CCCOCC1=CC=CC=C1 (2-bromo-5-(3-benzyloxypropyl)pyridine), BrC1=NC=CC=C1CCCOCC1=CC=CC=C1 (2-bromo-3-(3-benzyloxypropyl)pyridine), mixture, C(C)N1CCN(CC1)C1=NC(=CC2=CC=CC=C12)Br (1-(1-ethylpiperazin-4-yl)-3-bromoisoquinoline), P(=O)(Br)(Br)Br (phosphorus oxybromide), C([O-])(O)=O.[Na+] (sodium bicarbonate), C(C1=CC=CC=C1)OCCCC=1C=[N+](C=CC1)[O-] (3-(3-Benzyloxypropyl)pyridine N-oxide). Product: C(C1=CC=CC=C1)OCCCC=1C=NC=CC1 (3-(3-Benzyloxypropyl)pyridine). Starting materials: ( 1 ), C1(=CC=CC=C1)C1CC(C=2C=CC(NC2C1)=O)=O (7-phenyl-7,8-dihydro-1H,6H-quinoline-2,5-dione), P(=O)(Cl)(Cl)Cl (phosphoryl chloride). Yields the product ClC1=NC=2CC(CC(C2C=C1)=O)C1=CC=CC=C1 (2-Chloro-7-phenyl-7,8-dihydro-6H-quinolin-5-one). Reaction SMILES: [C:1]1([CH:7]2[CH2:16][C:15]3[NH:14][C:13](=O)[CH:12]=[CH:11][C:10]=3[C:9](=[O:18])[CH2:8]2)[CH:6]=[CH:5][CH:4]=[CH:3][CH:2]=1.P(Cl)(Cl)([Cl:21])=O>>[Cl:21][C:13]1[CH:12]=[CH:11][C:10]2[C:9](=[O:18])[CH2:8][CH:7]([C:1]3[CH:6]=[CH:5][CH:4]=[CH:3][CH:2]=3)[CH2:16][C:15]=2[N:14]=1. Procedure details: In analogy to (Shanazarov, A. K.; Kuzovkin, V. A.; Chistjakov, V. V.; Granik, V. G. Khim. Geterotsikl. Soedin. 1991, (1) 86-92) 7-phenyl-7,8-dihydro-1H,6H-quinoline-2,5-dione was treated with phosphoryl chloride (POCl3) to give after chromatographical separation the title compound as a colorless solid. Reactants: CCO, CN(C)C1CCN(c2ccc([N+](=O)[O-])c(N)c2)CC1. Product: CN(C)C1CCN(c2ccc(N)c(N)c2)CC1. RXN SMILES: [CH3:20][CH2:21][OH:22].[NH2:1][c:2]1[cH:3][c:4]([N:11]2[CH2:12][CH2:13][CH:14]([N:17]([CH3:18])[CH3:19])[CH2:15][CH2:16]2)[cH:5][cH:6][c:7]1[N+:8]([O-:9])=[O:10]>>[NH2:1][c:2]1[cH:3][c:4]([N:11]2[CH2:12][CH2:13][CH:14]([N:17]([CH3:18])[CH3:19])[CH2:15][CH2:16]2)[cH:5][cH:6][c:7]1[NH2:8].